Task: describe an organic reaction: reactants, conditions, products, and yield. Dataset: the Open Reaction Database (ORD), a public repository of structured organic reaction records The reactants are CN1CCN(CC1)CC#C (1-methyl-4-prop-2-ynyl-piperazine), BrC=1C=C2CN(C(C2=C(C1)Cl)=O)CC1=CC=C(C=C1)Cl (5-bromo-7-chloro-2-(4-chloro-benzyl)-2,3-dihydro-isoindol-1-one), C(Cl)(Cl)Cl.CO (CHCl3 MeOH). The reagents and catalysts are Cl[Pd]([P](C1=CC=CC=C1)(C2=CC=CC=C2)C3=CC=CC=C3)([P](C4=CC=CC=C4)(C5=CC=CC=C5)C6=CC=CC=C6)Cl (PdCl2(PPh3)2), [Cu]I (CuI). Solvent: C(C)(C)NC(C)C (diisopropylamine). Run at temperature 100 celsius, time 2 hour. The product is ClC=1C=C(C=C2CN(C(C12)=O)CC1=CC=C(C=C1)Cl)C#CCN1CCN(CC1)C (7-chloro-2-(4-chloro-benzyl)-5-[3-(4-methyl-piperazin-1-yl)-prop-1-ynyl)-2,3-dihydro-isoindol-1-one). Isolated yield 70.0%. RXN SMILES: [CH3:1][N:2]1[CH2:7][CH2:6][N:5]([CH2:8][C:9]#[CH:10])[CH2:4][CH2:3]1.Br[C:12]1[CH:13]=[C:14]2[C:18](=[C:19]([Cl:21])[CH:20]=1)[C:17](=[O:22])[N:16]([CH2:23][C:24]1[CH:29]=[CH:28][C:27]([Cl:30])=[CH:26][CH:25]=1)[CH2:15]2.C(Cl)(Cl)Cl.CO>C(NC(C)C)(C)C.Cl[Pd](Cl)([P](C1C=CC=CC=1)(C1C=CC=CC=1)C1C=CC=CC=1)[P](C1C=CC=CC=1)(C1C=CC=CC=1)C1C=CC=CC=1.[Cu]I>[Cl:21][C:19]1[CH:20]=[C:12]([C:10]#[C:9][CH2:8][N:5]2[CH2:6][CH2:7][N:2]([CH3:1])[CH2:3][CH2:4]2)[CH:13]=[C:14]2[C:18]=1[C:17](=[O:22])[N:16]([CH2:23][C:24]1[CH:25]=[CH:26][C:27]([Cl:30])=[CH:28][CH:29]=1)[CH2:15]2 |f:2.3,^1:46,65|. Procedure: A mixture of 1-methyl-4-prop-2-ynyl-piperazine (0.061 mL, 0.4 mmol), 5-bromo-7-chloro-2-(4-chloro-benzyl)-2,3-dihydro-isoindol-1-one (0.11 g, 0.3 mmol), PdCl2(PPh3)2 (0.011 g, 0.015 mmol), and CuI (0.0028 g, 0.015 mmol) in diisopropylamine (4 mL) was stirred at 100° C. for 2 h. Workup and silica gel column chromatography using 10:1 CHCl3-MeOH afforded 7-chloro-2-(4-chloro-benzyl)-5-[3-(4-methyl-piperazin-1-yl)-prop-1-ynyl)-2,3-dihydro-isoindol-1-one (0.090 g, 70%). 1H NMR (300 MHz, CDCl3): δ (pp... Starting materials: ClC1=CC=CC=2C(C3=CC=CC=C3C(C12)=O)=O (1-chloroanthraquinone), NC1=CC=C(C=2C(C3=CC=CC=C3C(C12)=O)=O)N (1,4-diaminoanthraquinone), C([O-])([O-])=O.[Na+].[Na+] (sodium carbonate). Reagents/catalysts: Cl[Cu] (CuCl). The solvent is [N+](=O)([O-])C1=CC=CC=C1 (nitrobenzene). Yields the product C1=CC=C2C(=C1)C(=O)C3=C(C2=O)C(=CC=C3)NC4=CC=CC5=C4C(=O)C6=CC=CC=C6C5=O (anthrimide). As a reaction SMILES: Cl[C:2]1[C:15]2[C:14](=[O:16])[C:13]3[C:8](=[CH:9][CH:10]=[CH:11][CH:12]=3)[C:7](=[O:17])[C:6]=2[CH:5]=[CH:4][CH:3]=1.[NH2:18][C:19]1[C:32]2[C:31](=[O:33])[C:30]3[C:25](=[CH:26][CH:27]=[CH:28][CH:29]=3)[C:24](=[O:34])[C:23]=2[C:22](N)=[CH:21][CH:20]=1.C(=O)([O-])[O-].[Na+].[Na+]>[N+](C1C=CC=CC=1)([O-])=O.Cl[Cu]>[CH:10]1[CH:9]=[C:8]2[C:7]([C:6]3[CH:5]=[CH:4][CH:3]=[C:2]([NH:18][C:19]4[C:32]5[C:31]([C:30]6[C:25]([C:24](=[O:34])[C:23]=5[CH:22]=[CH:21][CH:20]=4)=[CH:26][CH:27]=[CH:28][CH:29]=6)=[O:33])[C:15]=3[C:14](=[O:16])[C:13]2=[CH:12][CH:11]=1)=[O:17] |f:2.3.4|. Procedure details: Following the procedure as descrilbed in Example 1, but suspending the 1-chloroanthraquinone, 1,4-diaminoanthraquinone, sodium carbonate and CuCl in 300 ml of nitrobenzene, the anthrimide is obtained in a yield corresponding to that of Example 1. When following a conventional procedure, i.e. mixing the components and heating them slowly, if such a concentrated reaction mixture is employed, the reaction can no longer be carried out in an agitator vessel. The reactants are CC(C)CNCc1ccc(-c2cccc(S(C)(=O)=O)c2)s1, CCN(C(C)C)C(C)C, ClCCl, O=S(=O)(Cl)c1cccs1. Yields the product CC(C)CN(Cc1ccc(-c2cccc(S(C)(=O)=O)c2)s1)S(=O)(=O)c1cccs1. RXN SMILES: [CH2:1]([CH:2]([CH3:3])[CH3:4])[NH:5][CH2:6][c:7]1[s:8][c:9](-[c:12]2[cH:13][c:14]([S:18](=[O:19])(=[O:20])[CH3:21])[cH:15][cH:16][cH:17]2)[cH:10][cH:11]1.[CH:31]([N:32]([CH2:33][CH3:34])[CH:35]([CH3:36])[CH3:37])([CH3:38])[CH3:39].[Cl:40][CH2:41][Cl:42].[s:22]1[c:23]([S:27](=[O:28])(=[O:29])[Cl:30])[cH:24][cH:25][cH:26]1>>[CH2:1]([CH:2]([CH3:3])[CH3:4])[N:5]([CH2:6][c:7]1[s:8][c:9](-[c:12]2[cH:13][c:14]([S:18](=[O:19])(=[O:20])[CH3:21])[cH:15][cH:16][cH:17]2)[cH:10][cH:11]1)[S:27]([c:23]1[s:22][cH:26][cH:25][cH:24]1)(=[O:28])=[O:29].